Dataset: the Open Reaction Database (ORD), a public repository of structured organic reaction records. Task: describe an organic reaction: reactants, conditions, products, and yield Starting materials: C(C)(=O)O (acetic acid), C(C)OC(CC1=CC=C(C=C1)C1CCCCC1)=O (para-cyclohexyl-phenylacetic acid ethyl ester), C(C)OC(C=C)=O (acrylic acid ethyl ester), [Na] (sodium). Solvent: O (water), C(C)O (ethanol). Run at time 8 hour. The product is C(C)OC(C(CCC(=O)OCC)C1=CC=C(C=C1)C1CCCCC1)=O (2-(para-cyclohexylphenyl)-glutaric acid diethyl ester). As a reaction SMILES: [CH2:1]([O:3][C:4](=[O:18])[CH2:5][C:6]1[CH:11]=[CH:10][C:9]([CH:12]2[CH2:17][CH2:16][CH2:15][CH2:14][CH2:13]2)=[CH:8][CH:7]=1)[CH3:2].[CH2:19]([O:21][C:22](=[O:25])[CH:23]=[CH2:24])[CH3:20].[Na].C(O)(=O)C>C(O)C.O>[CH2:1]([O:3][C:4](=[O:18])[CH:5]([C:6]1[CH:7]=[CH:8][C:9]([CH:12]2[CH2:17][CH2:16][CH2:15][CH2:14][CH2:13]2)=[CH:10][CH:11]=1)[CH2:24][CH2:23][C:22]([O:21][CH2:19][CH3:20])=[O:25])[CH3:2] |^1:25|. Procedure: A mixture of 15 g of para-cyclohexyl-phenylacetic acid ethyl ester and 6.7 g of acrylic acid ethyl ester is added dropwise to a solution of 1.5 g of sodium in 25 ml of ethanol. The solution is boiled overnight and then poured into a mixture of 5 ml of glacial acetic acid and 75 ml of water. The alcohol is distilled off and the batch extracted with ethyl acetate. The residue remaining on evaporation of the ethyl acetate is distilled in a high vacuum. There is obtained 2-(para-cyclohexylphenyl)-gl... Reactants: FC1=C(C=CC(=C1)C=C[N+](=O)[O-])OC (2-fluoro-1-methoxy-4-(2-nitro-vinyl)benzene), FC1=C(C=CC(=C1)C=C[N+](=O)[O-])OC (2-fluoro-1-methoxy-4-(2-nitro-vinyl)benzene), [H-].[Al+3].[Li+].[H-].[H-].[H-] (lithium aluminum hydride). Solvent: C1CCOC1 (THF), CCOCC (ether), CCOCC (ether). Conditions: temperature 40 celsius, time 8 hour. Product: FC=1C=C(C=CC1OC)CCN (2-(3-fluoro-4-methoxy-phenyl)-ethylamine). As a reaction SMILES: [F:1][C:2]1[CH:7]=[C:6]([CH:8]=[CH:9][N+:10]([O-])=O)[CH:5]=[CH:4][C:3]=1[O:13][CH3:14].[H-].[Al+3].[Li+].[H-].[H-].[H-]>C1COCC1.CCOCC>[F:1][C:2]1[CH:7]=[C:6]([CH2:8][CH2:9][NH2:10])[CH:5]=[CH:4][C:3]=1[O:13][CH3:14] |f:1.2.3.4.5.6|. Procedure: A solution of 2-fluoro-1-methoxy-4-(2-nitro-vinyl)benzene (1.5 g, Intermediate (2)] in THF (50 mL) is treated dropwise with a solution of lithium aluminum hydride in ether (23 mL, 1M). The mixture is heated at 40° C. for 3 hours, cooled to room temperature, diluted with ether and quenched with Na2SO4.10H2O (104 g). After standing at room temperature overnight the reaction mixture is filtered and the filtrate is evaporated. The residue is subjected to chromatography on silica gel eluting with EtO... Reactants: Clc1ccc(Br)c(I)c1, C#CC(OCC)(OCC)OCC, [Cu]I. Product: CCOC(C#Cc1cc(Cl)ccc1Br)(OCC)OCC. RXN SMILES: [Br:1][c:2]1[c:3]([I:9])[cH:4][c:5]([Cl:8])[cH:6][cH:7]1.[CH2:10]([CH3:11])[O:12][C:13]([C:14]#[CH:15])([O:16][CH2:17][CH3:18])[O:19][CH2:20][CH3:21].[Cu:22][I:23]>>[Br:1][c:2]1[c:3]([C:15]#[C:14][C:13]([O:12][CH2:10][CH3:11])([O:16][CH2:17][CH3:18])[O:19][CH2:20][CH3:21])[cH:4][c:5]([Cl:8])[cH:6][cH:7]1. Starting materials: CC(C)(C)OC(=O)NNC(=O)c1ccon1, Cl, C1COCCO1. Yields the product NNC(=O)c1ccon1. As a reaction SMILES: [C:1]([O:2][C:3](=[O:4])[NH:8][NH:9][C:10](=[O:11])[c:12]1[n:13][o:14][cH:15][cH:16]1)([CH3:5])([CH3:6])[CH3:7].[ClH:17].[O:18]1[CH2:19][CH2:20][O:21][CH2:22][CH2:23]1>>[NH2:8][NH:9][C:10](=[O:11])[c:12]1[n:13][o:14][cH:15][cH:16]1. RXN SMILES: [Cl:1][C:2]1[C:7]([O:8][C:9]2[N:14]=[CH:13][CH:12]=[CH:11][N:10]=2)=[CH:6][C:5]([N:15]=[C:16]=[O:17])=[C:4]([F:18])[CH:3]=1.C[Si]([N:23]=[N+:24]=[N-:25])(C)C>>[Cl:1][C:2]1[C:7]([O:8][C:9]2[N:10]=[CH:11][CH:12]=[CH:13][N:14]=2)=[CH:6][C:5]([N:15]2[C:16](=[O:17])[NH:25][N:24]=[N:23]2)=[C:4]([F:18])[CH:3]=1. Reported procedure: 4-Chloro-2-fluoro-5-(2-pyrimidyloxy)phenylisocyanate (0.96 g) and trimethylsilyl azide (5 ml) were heated at reflux overnight under nitrogen. The reaction mixture was processed and the resulting oil chromatographed on silica gel eluting with ethyl acetate:methylene chloride, 1:4, to give a yellow semi-solid (0.54 g). 1H NMR (CDCl3, TMS): 7.16(1H, dd, J=4.8 Hz), 7.49(1H, d, J=9.3 Hz), 7.64(1H, d, J=6.8 Hz), 8.59(2H, d, J=4.8 Hz). Yields the product ClC1=CC(=C(C=C1OC1=NC=CC=N1)N1N=NNC1=O)F (1-[4-Chloro-2-fluoro-5-(2-pyrimidyloxy)phenyl]-1,4-dihydro-5-oxo-5H-tetrazole). The reactants are ClC1=CC(=C(C=C1OC1=NC=CC=N1)N=C=O)F (4-Chloro-2-fluoro-5-(2-pyrimidyloxy)phenylisocyanate), C[Si](C)(C)N=[N+]=[N-] (trimethylsilyl azide). The reactants are CC(Cl)c1cccnc1, NCCCC2=CC=C(C=C2)OC(C)(C)C. Reagents/catalysts: O=C([O-])[O-].[Cs+].[Cs+] (cesium carbonate), [I-].[K+] (potassium iodide). The solvent is CN(C)C=O (DMF), CN(C)C=O (dmf), CN(C)C=O (DMF). Reaction conditions: temperature 70 celsius, time 16 hour. Yields the product CC(C3=CC=CN=C3)NCCCC4=CC=C(C=C4)OC(C)(C)C. The reactants are C1(CC1)C1=NC2=CC=CC=C2C(=C1C=O)C1=CC=C(C=C1)F (2-Cyclopropyl-4-(4-fluorophenyl)quinoline-3-carbaldehyde), CO (methanol), O1CCCC1 (tetrahydrofuran), [BH4-].[Na+] (sodium borohydride). Run in O (water), CCCCCC (n-hexane), C(C)(=O)OCC (ethyl acetate). Conditions: temperature 0 celsius, time 30 minute. Product: C1(CC1)C1=NC2=CC=CC=C2C(=C1CO)C1=CC=C(C=C1)F ((2-cyclopropyl-4-(4-fluorophenyl)quinolin-3-yl)methanol). Isolated yield 96.0%. As a reaction SMILES: [CH:1]1([C:4]2[C:13]([CH:14]=[O:15])=[C:12]([C:16]3[CH:21]=[CH:20][C:19]([F:22])=[CH:18][CH:17]=3)[C:11]3[C:6](=[CH:7][CH:8]=[CH:9][CH:10]=3)[N:5]=2)[CH2:3][CH2:2]1.CO.O1CCCC1.[BH4-].[Na+]>CCCCCC.C(OCC)(=O)C.O>[CH:1]1([C:4]2[C:13]([CH2:14][OH:15])=[C:12]([C:16]3[CH:21]=[CH:20][C:19]([F:22])=[CH:18][CH:17]=3)[C:11]3[C:6](=[CH:7][CH:8]=[CH:9][CH:10]=3)[N:5]=2)[CH2:2][CH2:3]1 |f:3.4|. Procedure details: 2-Cyclopropyl-4-(4-fluorophenyl)quinoline-3-carbaldehyde (30 gm) was added methanol (30 ml) and tetrahydrofuran (270 ml) at room temperature. The reaction mixture was then cooled to 0° C. and then added sodium borohydride (5.8 gm) for 30 minutes at 0 to 5° C. The reaction mass was stirred for 1 hour 30 minutes and then added water (150 ml) and ethyl acetate (150 ml). The reaction mass was stirred for 10 minutes, and then the layers were separated and the aqueous layer was extracted with ethyl ac... Starting materials: C(C)OC(=O)C1[C@H]2CC[C@@](C1=O)(C2(C)C)C ((1R,4R)-4,7,7-trimethyl-3-oxo-bicyclo[2.2.1]heptane-2-carboxylic acid ethyl ester), C(C)OC(=O)C1[C@H]2CC[C@@](C1=O)(C2(C)C)C ((1R,4R)-4,7,7-trimethyl-3-oxo-bicyclo[2.2.1]heptane-2-carboxylic acid ethyl ester), FC(CNN)(F)F (2,2,2-trifluoroethylhydrazine), Cl (HCl), O1CCOCC1 (dioxane). The solvent is O (water). Conditions: temperature 100 celsius. The product is C[C@]12CC[C@H](C=3C(N(NC13)CC(F)(F)F)=O)C2(C)C ((4S,7R)-7,8,8-trimethyl-2-(2,2,2-trifluoro-ethyl)-1,2,4,5,6,7-hexahydro-4,7-methano-indazol-3-one). Yield: 17.0%. Reaction SMILES: C(O[C:4]([CH:6]1[C:11](=O)[C@@:10]2([CH3:16])[C:13]([CH3:15])([CH3:14])[C@@H:7]1[CH2:8][CH2:9]2)=[O:5])C.[F:17][C:18]([F:23])([F:22])[CH2:19][NH:20][NH2:21].Cl.O1CCOCC1>O>[CH3:16][C@@:10]12[C:13]([CH3:14])([CH3:15])[C@@H:7]([C:6]3[C:4](=[O:5])[N:20]([CH2:19][C:18]([F:23])([F:22])[F:17])[NH:21][C:11]=31)[CH2:8][CH2:9]2. Procedure details: A mixture of (1R,4R)-4,7,7-trimethyl-3-oxo-bicyclo[2.2.1]heptane-2-carboxylic acid ethyl ester (Intermediate 4; 5.00 g, 22.3 mmol) and 2,2,2-trifluoroethylhydrazine (70% in water; Aldrich; 25.00 g, 153 mmol) was heated in a sealed tube at 100° C. for 19 h. The reaction mixture was allowed to cool, and HCl in dioxane (4 M; 40 mL, 160 mmol) was added cautiously. The reaction mixture was heated again at 100° C. for 45 min, cooled to room temperature, and added to water (200 mL). The mixture was ext... Yields the product C(C(=O)O)(=O)O.[N+](=O)([O-])CC(NCCCOC1=CC(=CC=C1)CN1CCCCC1)SC (2-Nitro-N-[3-[3-(1-piperidinylmethyl)phenoxy]propyl]-1-(methylthio)ethaneamine oxalate). The reactants are N1(CCCCC1)CC=1C=C(OCCCN)C=CC1 (3-[3-[(1-piperidinyl)methyl]phenoxy]propaneamine), CSC(=C[N+](=O)[O-])SC (1,1-bis-(methylthio)-2-nitroethene), C(C(=O)O)(=O)O (oxalic acid). Reaction SMILES: [N:1]1([CH2:7][C:8]2[CH:9]=[C:10]([CH:16]=[CH:17][CH:18]=2)[O:11][CH2:12][CH2:13][CH2:14][NH2:15])[CH2:6][CH2:5][CH2:4][CH2:3][CH2:2]1.[CH3:19][S:20][C:21](SC)=[CH:22][N+:23]([O-:25])=[O:24].[C:28]([OH:33])(=[O:32])[C:29]([OH:31])=[O:30]>O1CCCC1>[C:28]([OH:33])(=[O:32])[C:29]([OH:31])=[O:30].[N+:23]([CH2:22][CH:21]([S:20][CH3:19])[NH:15][CH2:14][CH2:13][CH2:12][O:11][C:10]1[CH:16]=[CH:17][CH:18]=[C:8]([CH2:7][N:1]2[CH2:6][CH2:5][CH2:4][CH2:3][CH2:2]2)[CH:9]=1)([O-:25])=[O:24] |f:4.5|. Solvent: O1CCCC1 (tetrahydrofuran), O1CCCC1 (tetrahydrofuran). Reported procedure: A mixture of 3-[3-[(1-piperidinyl)methyl]phenoxy]propaneamine (4.97 g.) and 1,1-bis-(methylthio)-2-nitroethene (6.61 g.) in tetrahydrofuran (100 ml.) was heated under reflux for 19 hours. A solution of oxalic acid (6.25%) in tetrahydrofuran (4 ml.) was added, the suspension filtered and to the filtrate was added a solution of oxalic acid (6.25%) in tetrahydrofuran (36 ml.). The solid which separated on trituration was filtered, washed with tetrahydrofuran and dried to give the title compound (7.... The reactants are O (water), BrCCO (2-bromoethanol), C(CC)(=O)C=1C=NC2=C(C=CC=C2C1NC1=C(C=C(C=C1)F)C)O (3-propanoyl-4-(4-fluoro-2-methylphenylamino)-8-hydroxyquinoline), C([O-])([O-])=O.[K+].[K+] (potassium carbonate). Run in CC(=O)C (acetone), CC(=O)C (acetone). Reaction conditions: time 18 hour. Yields the product C(CC)(=O)C=1C=NC2=C(C=CC=C2C1NC1=C(C=C(C=C1)F)C)OCCO (3-propanoyl-4-(4-fluoro-2-methylphenylamino)-8-(2-hydroxyethoxy)-quinoline). The yield is 48.3%. Reaction SMILES: Br[CH2:2][CH2:3][OH:4].[C:5]([C:9]1[CH:10]=[N:11][C:12]2[C:17]([C:18]=1[NH:19][C:20]1[CH:25]=[CH:24][C:23]([F:26])=[CH:22][C:21]=1[CH3:27])=[CH:16][CH:15]=[CH:14][C:13]=2[OH:28])(=[O:8])[CH2:6][CH3:7].C(=O)([O-])[O-].[K+].[K+].O>CC(C)=O>[C:5]([C:9]1[CH:10]=[N:11][C:12]2[C:17]([C:18]=1[NH:19][C:20]1[CH:25]=[CH:24][C:23]([F:26])=[CH:22][C:21]=1[CH3:27])=[CH:16][CH:15]=[CH:14][C:13]=2[O:28][CH2:2][CH2:3][OH:4])(=[O:8])[CH2:6][CH3:7] |f:2.3.4|. Procedure details: A solution of 2-bromoethanol (5.75 ml, 42 mmol) in acetone (25 ml) was added dropwise to a refluxing mixture of 3-propanoyl-4-(4-fluoro-2-methylphenylamino)-8-hydroxyquinoline (1.62 g, 5 mmol), anhydrous potassium carbonate (6.9 g, 50 mmol) and acetone (25 ml) with vigorous stirring. Heating was continued for 18 hours, then water added, the product extracted into dichloromethane, dried and evaporated. Chromatography (silica gel, 2%-5% methanol in dichloromethane) and recrystallization from metha...